This data is from the Open Reaction Database (ORD), a public repository of structured organic reaction records. The task is: describe an organic reaction: reactants, conditions, products, and yield Starting materials: CCO, CCOC(=O)NC1Cc2ccccc2C1Cl, [K+], [K+], O=C([O-])[O-], O. Product: CCOC1=NC2Cc3ccccc3C2O1. RXN SMILES: [CH3:23][CH2:24][OH:25].[Cl:1][CH:2]1[CH:3]([NH:11][C:12](=[O:13])[O:14][CH2:15][CH3:16])[CH2:4][c:5]2[cH:6][cH:7][cH:8][cH:9][c:10]21.[K+:17].[K+:18].[O-:19][C:20]([O-:21])=[O:22].[OH2:26]>>[CH:2]12[CH:3]([CH2:4][c:5]3[cH:6][cH:7][cH:8][cH:9][c:10]31)[N:11]=[C:12]([O:14][CH2:15][CH3:16])[O:13]2. The reactants are C(C)(C)N(CC)C(C)C (diisopropylethylamine), CN(CCCN=C=NCC)C (1-(3-dimethylaminopropyl)-3-ethylcarbodiimide), Cl.C1(=CC=CC=C1)C1([C@@H]2CNC[C@@H]2[C@@H](CC1)F)C1=CC=CC=C1 ((3aR, 7R,7aR)-4,4-diphenyl-7-fluoroperhydroisoindole hydrochloride), CN(CCCOC1=C(C=CC=C1)CC(=O)O)C (2-(3-dimethylaminopropoxy)phenylacetic acid), ON1N=NC2=C1C=CC=C2 (1-hydroxybenzotriazole). Run in ClCCl (dichloromethane), ClCCl (dichloromethane). Reaction conditions: temperature 0 celsius, time 3 hour. Product: Cl.CN(CCCOC1=C(C=CC=C1)CC(=O)N1C[C@@H]2[C@@H](CCC([C@@H]2C1)(C1=CC=CC=C1)C1=CC=CC=C1)F)C ((3aR, 7R,7aR)-2-([2-(3-dimethylaminopropoxy)phenyl]acetyl)-4,4-diphenyl-7-fluoroperhydroisoindole hydrochloride). The yield is 73.2%. RXN SMILES: CN(C)CCCN=C=NCC.[ClH:12].[C:13]1([C:19]2([C:29]3[CH:34]=[CH:33][CH:32]=[CH:31][CH:30]=3)[CH2:27][CH2:26][C@@H:25]([F:28])[C@@H:24]3[C@H:20]2[CH2:21][NH:22][CH2:23]3)[CH:18]=[CH:17][CH:16]=[CH:15][CH:14]=1.[CH3:35][N:36]([CH3:51])[CH2:37][CH2:38][CH2:39][O:40][C:41]1[CH:46]=[CH:45][CH:44]=[CH:43][C:42]=1[CH2:47][C:48](O)=[O:49].ON1C2C=CC=CC=2N=N1.C(N(C(C)C)CC)(C)C>ClCCl>[ClH:12].[CH3:51][N:36]([CH3:35])[CH2:37][CH2:38][CH2:39][O:40][C:41]1[CH:46]=[CH:45][CH:44]=[CH:43][C:42]=1[CH2:47][C:48]([N:22]1[CH2:21][C@@H:20]2[C@@H:24]([C@H:25]([F:28])[CH2:26][CH2:27][C:19]2([C:13]2[CH:18]=[CH:17][CH:16]=[CH:15][CH:14]=2)[C:29]2[CH:30]=[CH:31][CH:32]=[CH:33][CH:34]=2)[CH2:23]1)=[O:49] |f:1.2,7.8|. Procedure: A solution of 0.5 g of 1-(3-dimethylaminopropyl)-3-ethylcarbodiimide in 50 cm3 of dry dichloromethane is added over 10 minutes to a solution, cooled to +4° C., of 0.72 g of (3aR, 7R,7aR)-4,4-diphenyl-7-fluoroperhydroisoindole hydrochloride, 0.5 g of 2-(3-dimethylaminopropoxy)phenylacetic acid, 0.03 g of 1-hydroxybenzotriazole in 75 cm3 of dichloromethane, followed by 0.37 cm3 of diisopropylethylamine. The reaction mixture is stirred for 3 hours at 0° C. and then washed twice with 50 cm3 of water... Reactants: CCOC(=O)C(Cc1ccc(OCCNC(=O)c2ccc(-c3ccccn3)cc2)cc1)Oc1ccc(F)c(F)c1, [Na+], [OH-]. Product: O=C(NCCOc1ccc(CC(Oc2ccc(F)c(F)c2)C(=O)O)cc1)c1ccc(-c2ccccn2)cc1. RXN SMILES: [F:1][c:2]1[cH:3][c:4]([O:5][CH:6]([C:7](=[O:8])[O:9][CH2:10][CH3:11])[CH2:12][c:13]2[cH:14][cH:15][c:16]([O:19][CH2:20][CH2:21][NH:22][C:23]([c:24]3[cH:25][cH:26][c:27](-[c:30]4[n:31][cH:32][cH:33][cH:34][cH:35]4)[cH:28][cH:29]3)=[O:36])[cH:17][cH:18]2)[cH:37][cH:38][c:39]1[F:40].[Na+:42].[OH-:41]>>[F:1][c:2]1[cH:3][c:4]([O:5][CH:6]([C:7](=[O:8])[OH:9])[CH2:12][c:13]2[cH:14][cH:15][c:16]([O:19][CH2:20][CH2:21][NH:22][C:23]([c:24]3[cH:25][cH:26][c:27](-[c:30]4[n:31][cH:32][cH:33][cH:34][cH:35]4)[cH:28][cH:29]3)=[O:36])[cH:17][cH:18]2)[cH:37][cH:38][c:39]1[F:40]. Starting materials: O=C([O-])[O-], CCOC(=O)C1=C(C)Nc2cc[nH]c(=O)c2C1c1cccc([N+](=O)[O-])c1, CN(C)CCCCl, CC(C)=O, [K+], [K+], O. Product: CCOC(=O)C1=C(C)Nc2ccn(CCCN(C)C)c(=O)c2C1c1cccc([N+](=O)[O-])c1. As a reaction SMILES: [C:34](=[O:35])([O-:36])[O-:37].[CH2:1]([CH3:2])[O:3][C:4](=[O:5])[C:6]1=[C:7]([CH3:26])[NH:8][c:9]2[cH:10][cH:11][nH:12][c:13](=[O:25])[c:14]2[CH:15]1[c:16]1[cH:17][c:18]([N+:22](=[O:23])[O-:24])[cH:19][cH:20][cH:21]1.[CH3:27][N:28]([CH3:29])[CH2:30][CH2:31][CH2:32][Cl:33].[CH3:40][C:41](=[O:42])[CH3:43].[K+:38].[K+:39].[OH2:44]>>[CH2:1]([CH3:2])[O:3][C:4](=[O:5])[C:6]1=[C:7]([CH3:26])[NH:8][c:9]2[cH:10][cH:11][n:12]([CH2:32][CH2:31][CH2:30][N:28]([CH3:27])[CH3:29])[c:13](=[O:25])[c:14]2[CH:15]1[c:16]1[cH:17][c:18]([N+:22](=[O:23])[O-:24])[cH:19][cH:20][cH:21]1. Reactants: BrC1=C(C(=C2C(C(=CN(C2=C1F)C1CC1)C(=O)OCC)=O)F)F (ethyl 7-bromo-1-cyclopropyl-5,6,8-trifluoro-1,4-dihydro-4-oxo-3-quinolinecarboxylate), CC1=NC(=CC(=C1)[Sn](C)(C)C)C (2,6-dimethyl-4-(trimethylstannyl)pyridine), CN(P(=O)(N(C)C)N(C)C)C (hexamethylphosphoramide). The reagents and catalysts are Cl[Pd]([P](C1=CC=CC=C1)(C2=CC=CC=C2)C3=CC=CC=C3)([P](C4=CC=CC=C4)(C5=CC=CC=C5)C6=CC=CC=C6)Cl (dichlorobis(triphenylphosphine)palladium). The solvent is O1CCOCC1 (dioxane). The product is C1(CC1)N1C=C(C(C2=C(C(=C(C(=C12)F)C=1C(=NC(=CC1)C)C)F)F)=O)C(=O)O (1-cyclopropyl-7-(2,6-dimethylpyridinyl)-5,6,8-trifluoro-1,4-dihydro-4-oxo-3-quinolinecarboxylic acid). Isolated yield 57.4%. As a reaction SMILES: Br[C:2]1[C:11]([F:12])=[C:10]2[C:5]([C:6](=[O:21])[C:7]([C:16]([O:18]CC)=[O:17])=[CH:8][N:9]2[CH:13]2[CH2:15][CH2:14]2)=[C:4]([F:22])[C:3]=1[F:23].[CH3:24][C:25]1[CH:30]=[C:29]([Sn](C)(C)C)[CH:28]=[C:27]([CH3:35])[N:26]=1.CN(C)P(N(C)C)(N(C)C)=O>Cl[Pd](Cl)([P](C1C=CC=CC=1)(C1C=CC=CC=1)C1C=CC=CC=1)[P](C1C=CC=CC=1)(C1C=CC=CC=1)C1C=CC=CC=1.O1CCOCC1>[CH:13]1([N:9]2[C:10]3[C:5](=[C:4]([F:22])[C:3]([F:23])=[C:2]([C:30]4[C:25]([CH3:24])=[N:26][C:27]([CH3:35])=[CH:28][CH:29]=4)[C:11]=3[F:12])[C:6](=[O:21])[C:7]([C:16]([OH:18])=[O:17])=[CH:8]2)[CH2:15][CH2:14]1 |^1:49,68|. Procedure details: A mixture of 2.8 g ethyl 7-bromo-1-cyclopropyl-5,6,8-trifluoro-1,4-dihydro-4-oxo-3-quinolinecarboxylate, 2.2 g 2,6-dimethyl-4-(trimethylstannyl)pyridine (Example 1, part g), 2 ml hexamethylphosphoramide, 320 mg dichlorobis(triphenylphosphine)palladium and 50 ml dioxane was stirred and heated under reflux in an argon atmosphere for 24 hours. The reaction mixture was concentrated to dryness and the residue was treated with 100 ml of 1N hydrochloric acid and heated at reflux for 2 hours. The latter... The reactants are CN(C)S(=O)(=O)c1cccc2ncn(CC(=O)O)c12, CCCS(=O)(=O)c1cccc([N+](=O)[O-])c1NCCO. Yields the product CCCS(=O)(=O)c1cccc(N)c1NCCO. Reaction SMILES: [CH3:1][N:2]([CH3:3])[S:4]([c:5]1[c:6]2[n:7]([CH2:8][C:9]([OH:10])=[O:11])[cH:12][n:13][c:14]2[cH:15][cH:16][cH:17]1)(=[O:18])=[O:19].[N+:20]([O-:21])(=[O:22])[c:23]1[c:24]([NH:35][CH2:36][CH2:37][OH:38])[c:25]([S:29](=[O:30])(=[O:31])[CH2:32][CH2:33][CH3:34])[cH:26][cH:27][cH:28]1>>[NH2:20][c:23]1[c:24]([NH:35][CH2:36][CH2:37][OH:38])[c:25]([S:29](=[O:30])(=[O:31])[CH2:32][CH2:33][CH3:34])[cH:26][cH:27][cH:28]1. The reactants are [Cl-].[Al+3].[Cl-].[Cl-] (aluminum chloride), C(C)(=O)OCCC(CCCOC(C)=O)(CCC1=CC=CC=C1)NC(C)=O (3-acetamido-6-acetoxy-3-(2-phenylethyl)hexyl acetate), ice water, [Cl-].[Al+3].[Cl-].[Cl-] (aluminum chloride). Run in ClCCCl (1,2-dichloroetane), C(CCCCCCC)(=O)Cl (octanoyl chloride), ClCCCl (1,2-dichloroethane). Run at temperature 70 celsius, time 30 minute. The product is C(C)(=O)OCCC(CCCOC(C)=O)(CCC1=CC=C(C=C1)C(CCCCCCC)=O)NC(C)=O (3-Acetamido-6-acetoxy-3-[2-(4-octanoylphenyl)ethyl]hexyl acetate). Isolated yield 148.5%. RXN SMILES: [Cl-].[Al+3].[Cl-].[Cl-].[C:5]([O:8][CH2:9][CH2:10][C:11]([NH:27][C:28](=[O:30])[CH3:29])([CH2:19][CH2:20][C:21]1[CH:26]=[CH:25][CH:24]=[CH:23][CH:22]=1)[CH2:12][CH2:13][CH2:14][O:15][C:16](=[O:18])[CH3:17])(=[O:7])[CH3:6]>ClCCCl.C(Cl)(=O)CCCCCCC>[C:5]([O:8][CH2:9][CH2:10][C:11]([NH:27][C:28](=[O:30])[CH3:29])([CH2:19][CH2:20][C:21]1[CH:22]=[CH:23][C:24]([C:9](=[O:8])[CH2:10][CH2:11][CH2:19][CH2:20][CH2:21][CH2:22][CH3:23])=[CH:25][CH:26]=1)[CH2:12][CH2:13][CH2:14][O:15][C:16](=[O:18])[CH3:17])(=[O:7])[CH3:6] |f:0.1.2.3|. Procedure details: To a suspension of anhydrous aluminum chloride (1.4 g) in 1,2-dichloroetane (20 ml), octanoyl chloride was carefully added at room temperature and the suspension was stirred until anhydrous aluminum chloride was entirely dissolved. To the reaction solution, a solution of 3-acetamido-6-acetoxy-3-(2-phenylethyl)hexyl acetate (780 mg) in 1,2-dichloroethane (10 ml) was dropwise added at room temperature over 10 minutes. The reaction temperature raised to 70° C. and the mixture was stirred for 30 min... Starting materials: CCOC(C)=O, O=C(O)c1ccc(I)cc1[N+](=O)[O-], [Na+], O=C([O-])O. Product: Nc1cc(I)ccc1C(=O)O. As a reaction SMILES: [CH3:19][CH2:20][O:21][C:22]([CH3:23])=[O:24].[I:1][c:2]1[cH:3][c:4]([N+:11]([O-:12])=[O:13])[c:5]([C:6](=[O:7])[OH:8])[cH:9][cH:10]1.[Na+:18].[O-:14][C:15]([OH:16])=[O:17]>>[I:1][c:2]1[cH:3][c:4]([NH2:11])[c:5]([C:6](=[O:7])[OH:8])[cH:9][cH:10]1. The reactants are CCO, O=[N+]([O-])c1ccc(F)c([N+](=O)[O-])c1, Nc1ccccc1C(=O)CC(N)C(=O)O, [Na+], O=C([O-])O. Product: Nc1ccccc1C(=O)CC(Nc1ccc([N+](=O)[O-])cc1[N+](=O)[O-])C(=O)O. Reaction SMILES: [CH3:34][CH2:35][OH:36].[N+:16](=[O:17])([O-:18])[c:19]1[c:20]([F:28])[cH:21][cH:22][c:23]([N+:25](=[O:26])[O-:27])[cH:24]1.[NH2:1][CH:2]([CH2:3][C:4](=[O:5])[c:6]1[cH:7][cH:8][cH:9][cH:10][c:11]1[NH2:12])[C:13]([OH:14])=[O:15].[Na+:33].[O-:29][C:30]([OH:31])=[O:32]>>[NH:1]([CH:2]([CH2:3][C:4](=[O:5])[c:6]1[cH:7][cH:8][cH:9][cH:10][c:11]1[NH2:12])[C:13]([OH:14])=[O:15])[c:20]1[c:19]([N+:16](=[O:17])[O-:18])[cH:24][c:23]([N+:25](=[O:26])[O-:27])[cH:22][cH:21]1. Product: COC=1C=C(C=C(C1)OC)C=1C=C2C(=NC1)C=NN2 (6-(3,5-dimethoxyphenyl)-1H-pyrazolo[4,3-b]pyridine). Reaction SMILES: Br[C:2]1[CH:3]=[C:4]2[NH:10][N:9]=[CH:8][C:5]2=[N:6][CH:7]=1.[CH3:11][O:12][C:13]1[CH:14]=[C:15](B(O)O)[CH:16]=[C:17]([O:19][CH3:20])[CH:18]=1.ClCCl.P([O-])([O-])([O-])=O.[K+].[K+].[K+]>O1CCOCC1.O.C1C=CC(P(C2C=CC=CC=2)[C-]2C=CC=C2)=CC=1.C1C=CC(P(C2C=CC=CC=2)[C-]2C=CC=C2)=CC=1.Cl[Pd]Cl.[Fe+2]>[CH3:11][O:12][C:13]1[CH:14]=[C:15]([C:2]2[CH:3]=[C:4]3[NH:10][N:9]=[CH:8][C:5]3=[N:6][CH:7]=2)[CH:16]=[C:17]([O:19][CH3:20])[CH:18]=1 |f:3.4.5.6,9.10.11.12|. The yield is 82.7%. Reagents/catalysts: C1=CC=C(C=C1)P([C-]2C=CC=C2)C3=CC=CC=C3.C1=CC=C(C=C1)P([C-]2C=CC=C2)C3=CC=CC=C3.Cl[Pd]Cl.[Fe+2] ([1,1′-bis(diphenylphosphino)ferrocene]dichloropalladium(II)). Reported procedure: A mixture of 6-bromo-1H-pyrazolo[4,3-b]pyridine (0.3 g, 2 mmol)(Annova Chem Cat. No. L05238), (3,5-dimethoxyphenyl)boronic acid (0.33 g, 1.8 mmol), [1,1′-bis(diphenylphosphino)ferrocene]dichloropalladium(II) complexed with dichloromethane (1:1) (100 mg, 0.1 mmol), and potassium phosphate (0.64 g, 3.0 mmol) in 1,4-dioxane (1 mL) and water (0.12 mL) was degassed and sealed. It was stirred at 85° C. overnight. After cooling it was concentrated under reduced pressure. The residue was purified by fla... Reactants: BrC=1C=C2C(=NC1)C=NN2 (6-bromo-1H-pyrazolo[4,3-b]pyridine), P(=O)([O-])([O-])[O-].[K+].[K+].[K+] (potassium phosphate), COC=1C=C(C=C(C1)OC)B(O)O ((3,5-dimethoxyphenyl)boronic acid), ClCCl (dichloromethane). Run in O1CCOCC1 (1,4-dioxane), O (water). Conditions: temperature 85 celsius, time 8 hour.